This data is from the Open Reaction Database (ORD), a public repository of structured organic reaction records. The task is: describe an organic reaction: reactants, conditions, products, and yield Reactants: N#Cc1ccc(Br)cc1Cl, O=C([O-])[O-], CCC1NC(=O)C(C)(C)C1=O, [Cs+], [Cs+], O=C(C=Cc1ccccc1)C=Cc1ccccc1, O=C(C=Cc1ccccc1)C=Cc1ccccc1, O=C(C=Cc1ccccc1)C=Cc1ccccc1, [Pd], [Pd], CC1(C)c2cccc(P(c3ccccc3)c3ccccc3)c2Oc2c(P(c3ccccc3)c3ccccc3)cccc21. Product: CCC1C(=O)C(C)(C)C(=O)N1c1ccc(C#N)c(Cl)c1. Reaction SMILES: [Br:1][c:2]1[cH:3][c:4]([Cl:10])[c:5]([C:6]#[N:7])[cH:8][cH:9]1.[C:22](=[O:23])([O-:24])[O-:25].[CH2:11]([CH3:12])[CH:13]1[C:14](=[O:21])[C:15]([CH3:19])([CH3:20])[C:16](=[O:18])[NH:17]1.[Cs+:26].[Cs+:27].[O:108]=[C:109]([CH:110]=[CH:111][c:112]1[cH:113][cH:114][cH:115][cH:116][cH:117]1)[CH:118]=[CH:119][c:120]1[cH:121][cH:122][cH:123][cH:124][cH:125]1.[O:72]=[C:73]([CH:74]=[CH:75][c:76]1[cH:77][cH:78][cH:79][cH:80][cH:81]1)[CH:82]=[CH:83][c:84]1[cH:85][cH:86][cH:87][cH:88][cH:89]1.[O:90]=[C:91]([CH:92]=[CH:93][c:94]1[cH:95][cH:96][cH:97][cH:98][cH:99]1)[CH:100]=[CH:101][c:102]1[cH:103][cH:104][cH:105][cH:106][cH:107]1.[Pd:70].[Pd:71].[c:28]1([P:29]([c:30]2[cH:31][cH:32][cH:33][cH:34][cH:35]2)[c:36]2[c:37]3[c:61]([cH:62][cH:63][cH:64]2)[C:58]([CH3:59])([CH3:60])[c:40]2[c:39]([c:44]([P:45]([c:46]4[cH:47][cH:48][cH:49][cH:50][cH:51]4)[c:52]4[cH:53][cH:54][cH:55][cH:56][cH:57]4)[cH:43][cH:42][cH:41]2)[O:38]3)[cH:65][cH:66][cH:67][cH:68][cH:69]1>>[c:2]1([N:17]2[CH:13]([CH2:11][CH3:12])[C:14](=[O:21])[C:15]([CH3:19])([CH3:20])[C:16]2=[O:18])[cH:3][c:4]([Cl:10])[c:5]([C:6]#[N:7])[cH:8][cH:9]1. Reactants: COC(=O)c1ccc(NC(=O)c2ccccc2)cc1NC(=O)CC(C)c1ccc2ccccc2c1, CO, [Na+], [OH-]. The product is CC(CC(=O)Nc1cc(NC(=O)c2ccccc2)ccc1C(=O)O)c1ccc2ccccc2c1. Reaction SMILES: [CH3:1][O:2][C:3](=[O:4])[c:5]1[c:6]([NH:20][C:21]([CH2:22][CH:23]([CH3:24])[c:25]2[cH:26][c:27]3[cH:28][cH:29][cH:30][cH:31][c:32]3[cH:33][cH:34]2)=[O:35])[cH:7][c:8]([NH:11][C:12]([c:13]2[cH:14][cH:15][cH:16][cH:17][cH:18]2)=[O:19])[cH:9][cH:10]1.[CH3:38][OH:39].[Na+:37].[OH-:36]>>[O:2]=[C:3]([OH:4])[c:5]1[c:6]([NH:20][C:21]([CH2:22][CH:23]([CH3:24])[c:25]2[cH:26][c:27]3[cH:28][cH:29][cH:30][cH:31][c:32]3[cH:33][cH:34]2)=[O:35])[cH:7][c:8]([NH:11][C:12]([c:13]2[cH:14][cH:15][cH:16][cH:17][cH:18]2)=[O:19])[cH:9][cH:10]1. Reactants: C(C)OC(=O)C=1C=C(C=CC1Cl)C1=CC(=C(C=C1)C(C(C(F)(F)F)(C=1C=NC(=CC1)OC)O)C)Cl (4,3′-Dichloro-4′-[3,3,3-trifluoro-2-hydroxy-2-(6-methoxy-pyridin-3-yl)-1-methyl-propyl]-biphenyl-3-carboxylic acid ethyl ester), Cl (HCl), [OH-].[Na+] (NaOH). Run in O1CCCC1.CO (tetrahydrofuran methanol), O1CCOCC1 (dioxane). Yields the product ClC1=C(C=C(C=C1)C1=CC(=C(C=C1)C(C(C(F)(F)F)(C1=CNC(C=C1)=O)O)C)Cl)C(=O)O (4,3′-Dichloro-4′-[3,3,3-trifluoro-2-hydroxy-1-methyl-2-(6-oxo-1,6-dihydro-pyridin-3-yl)-propyl]-biphenyl-3-carboxylic acid). Reaction SMILES: C([O:3][C:4]([C:6]1[CH:7]=[C:8]([C:13]2[CH:18]=[CH:17][C:16]([CH:19]([CH3:34])[C:20]([OH:33])([C:25]3[CH:26]=[N:27][C:28]([O:31]C)=[CH:29][CH:30]=3)[C:21]([F:24])([F:23])[F:22])=[C:15]([Cl:35])[CH:14]=2)[CH:9]=[CH:10][C:11]=1[Cl:12])=[O:5])C.Cl.[OH-].[Na+]>O1CCOCC1.O1CCCC1.CO>[Cl:12][C:11]1[CH:10]=[CH:9][C:8]([C:13]2[CH:18]=[CH:17][C:16]([CH:19]([CH3:34])[C:20]([OH:33])([C:25]3[CH:30]=[CH:29][C:28](=[O:31])[NH:27][CH:26]=3)[C:21]([F:24])([F:23])[F:22])=[C:15]([Cl:35])[CH:14]=2)=[CH:7][C:6]=1[C:4]([OH:5])=[O:3] |f:2.3,5.6|. Reported procedure: In analogy to Example 175, step 6, 4,3′-dichloro-4′-[3,3,3-trifluoro-2-hydroxy-2-(6-methoxy-pyridin-3-yl)-1-methyl-propyl]-biphenyl-3-carboxylic acid ethyl ester (Example 180) was treated first with aqueous HCl in dioxane, followed by aqueous NaOH in tetrahydrofuran/methanol to give the title compound as a colorless solid. MS (m/e, ISP neg. ion)=484.1 [M−H+]. Reactants: CCc1nc(NC2c3ccccc3CC2O)c(CC)nc1Br, OB(O)c1ccc(Cl)cc1Cl, [Na+], [Na+], O=C([O-])[O-], c1ccccc1. The product is CCc1nc(-c2ccc(Cl)cc2Cl)c(CC)nc1NC1c2ccccc2CC1O. Reaction SMILES: [Br:1][c:2]1[n:3][c:4]([CH2:21][CH3:22])[c:5]([NH:10][CH:11]2[CH:12]([OH:20])[CH2:13][c:14]3[cH:15][cH:16][cH:17][cH:18][c:19]32)[n:6][c:7]1[CH2:8][CH3:9].[Cl:23][c:24]1[c:25]([B:31]([OH:32])[OH:33])[cH:26][cH:27][c:28]([Cl:30])[cH:29]1.[Na+:40].[Na+:41].[O-:42][C:43](=[O:44])[O-:45].[cH:34]1[cH:35][cH:36][cH:37][cH:38][cH:39]1>>[c:2]1(-[c:25]2[c:24]([Cl:23])[cH:29][c:28]([Cl:30])[cH:27][cH:26]2)[n:3][c:4]([CH2:21][CH3:22])[c:5]([NH:10][CH:11]2[CH:12]([OH:20])[CH2:13][c:14]3[cH:15][cH:16][cH:17][cH:18][c:19]32)[n:6][c:7]1[CH2:8][CH3:9]. Reactants: COc1ccc(-n2nc(C(F)(F)F)cc2C(=O)O)c(CN=[N+]=[N-])c1, Nc1ccc(F)cc1C(=O)O. Product: [N-]=[N+]=NCc1cc(F)ccc1-n1nc(C(F)(F)F)cc1C(=O)O. Reaction SMILES: [F:12][C:13]([c:14]1[n:15][n:16](-[c:22]2[c:23]([CH2:30][N:31]=[N+:32]=[N-:33])[cH:24][c:25]([O:28][CH3:29])[cH:26][cH:27]2)[c:17]([C:19](=[O:20])[OH:21])[cH:18]1)([F:34])[F:35].[F:1][c:2]1[cH:3][c:4]([C:9]([OH:10])=[O:11])[c:5]([NH2:6])[cH:7][cH:8]1>>[F:1][c:25]1[cH:24][c:23]([CH2:30][N:31]=[N+:32]=[N-:33])[c:22](-[n:16]2[n:15][c:14]([C:13]([F:12])([F:34])[F:35])[cH:18][c:17]2[C:19](=[O:20])[OH:21])[cH:27][cH:26]1. The reactants are CC(=O)NC(CO)(CO)CCCc1ccccc1, CO, Cl, [Na+], [OH-], O. Reaction SMILES: [C:1](=[O:2])([CH3:3])[NH:4][C:5]([CH2:6][OH:7])([CH2:8][OH:9])[CH2:10][CH2:11][CH2:12][c:13]1[cH:14][cH:15][cH:16][cH:17][cH:18]1.[CH3:23][OH:24].[ClH:22].[Na+:20].[OH-:19].[OH2:21]>>[NH2:4][C:5]([CH2:6][OH:7])([CH2:8][OH:9])[CH2:10][CH2:11][CH2:12][c:13]1[cH:14][cH:15][cH:16][cH:17][cH:18]1. The product is NC(CO)(CO)CCCc1ccccc1.